Dataset: the Open Reaction Database (ORD), a public repository of structured organic reaction records. Task: describe an organic reaction: reactants, conditions, products, and yield Yields the product C(#N)C1(CCN(CC1)C(=O)OCC1=CC=CC=C1)CO (benzyl 4-cyano-4-(hydroxymethyl)piperidine-1-carboxylate). Reaction conditions: time 1 hour. Reaction SMILES: [C:1]([CH:3]1[CH2:8][CH2:7][N:6]([C:9]([O:11][CH2:12][C:13]2[CH:18]=[CH:17][CH:16]=[CH:15][CH:14]=2)=[O:10])[CH2:5][CH2:4]1)#[N:2].[Li+].C[Si]([N-][Si](C)(C)C)(C)C.[CH2:29]=[O:30]>C1COCC1>[C:1]([C:3]1([CH2:29][OH:30])[CH2:8][CH2:7][N:6]([C:9]([O:11][CH2:12][C:13]2[CH:14]=[CH:15][CH:16]=[CH:17][CH:18]=2)=[O:10])[CH2:5][CH2:4]1)#[N:2] |f:1.2|. The solvent is C1CCOC1 (THF). Reactants: [Li+].C[Si](C)(C)[N-][Si](C)(C)C (LiHMDS), C(#N)C1CCN(CC1)C(=O)OCC1=CC=CC=C1 (benzyl 4-cyanopiperidine-1-carboxylate), C=O (Paraformaldehyde). Procedure: To a mixture of benzyl 4-cyanopiperidine-1-carboxylate (1.0 g, 4.0 mmol, Oakwood) in THF (50 mL) at about −78° C. was added LiHMDS (1.0 M solution in THF, 6.14 mL, 6.14 mmol) dropwise via syringe. The mixture was stirred for about 1 h. Paraformaldehyde (0.25 g, 8.2 mmol) was added in one portion and the mixture was stirred overnight at rt. The mixture was concentrated in vacuo and the residue was purified by preparative TLC (1:1 EtOAc/pet ether) to give benzyl 4-cyano-4-(hydroxymethyl)piperidine... The yield is 41.0%. Starting materials: C1(CC1)C(=O)C=1SC=CN1 (cyclopropyl(thiazol-2-yl)methanone), [OH-].[Na+] (NaOH), NH4OAc, [BH3-]C#N.[Na+] (NaCNBH3). The solvent is CO (MeOH). The product is C1(CC1)C(N)C=1SC=CN1 (Cyclopropyl(thiazol-2-yl)methanamine). Yield: 54.0%. RXN SMILES: [CH:1]1([C:4]([C:6]2[S:7][CH:8]=[CH:9][N:10]=2)=O)[CH2:3][CH2:2]1.[BH3-]C#[N:13].[Na+].[OH-].[Na+]>CO>[CH:1]1([CH:4]([C:6]2[S:7][CH:8]=[CH:9][N:10]=2)[NH2:13])[CH2:3][CH2:2]1 |f:1.2,3.4|. Procedure: The title compound was synthesized according to General Method F, utilizing cyclopropyl(thiazol-2-yl)methanone (0.28 g, 1.8 mmol), NH4OAc (1.7 g, 22 mmol), NaCNBH3 (0.46 g, 7.3 mmol), and MeOH (30 mL). Aq. NaOH (2 M, 15 mL) was added and the product was extracted into EtOAc (3×40 mL). The combined EtOAc layer was dried (MgSO4), filtered, concentrated to dryness. Purification by flash chromatography (Biotage Isolera, 25 g HP-SIL, 60-100% EtOAc in hexanes) gave the title compound as a yellow oil (... Reactants: [BH4-], C=O, C[O-], [Na+], [Na+], CN(C)C=O, c1ccc2c(c1)Cc1ccccc1C2. Yields the product OCC1c2ccccc2Cc2ccccc21. Reaction SMILES: [BH4-:20].[C:18]=[O:19].[CH3:15][O-:16].[Na+:17].[Na+:21].[O:22]=[CH:23][N:24]([CH3:25])[CH3:26].[cH:1]1[cH:2][cH:3][cH:4][c:5]2[c:14]1[CH2:13][c:12]1[c:7]([cH:8][cH:9][cH:10][cH:11]1)[CH2:6]2>>[cH:1]1[cH:2][cH:3][cH:4][c:5]2[c:14]1[CH2:13][c:12]1[c:7]([cH:8][cH:9][cH:10][cH:11]1)[CH:6]2[CH2:15][OH:16]. Starting materials: C(CC)N(CCCCNCC1=CC=C(C#N)C=C1)CCC (4-[(4-dipropylaminobutyl)amino]methylbenzonitrile), [OH-].[Na+] (sodium hydroxide), C=O (formaldehyde), C(#N)[BH3-].[Na+] (sodium cyanoborohydride). The solvent is CO (methanol), C(C)(=O)O (acetic acid). Reaction conditions: time 24 hour. Yields the product C(CC)N(CCCCN(C)CC1=CC=C(C#N)C=C1)CCC (4-[(4-dipropylaminobutyl)methylamino]methylbenzonitrile). The yield is 91.8%. Reaction SMILES: [CH2:1]([N:4]([CH2:19][CH2:20][CH3:21])[CH2:5][CH2:6][CH2:7][CH2:8][NH:9][CH2:10][C:11]1[CH:18]=[CH:17][C:14]([C:15]#[N:16])=[CH:13][CH:12]=1)[CH2:2][CH3:3].C=O.[C:24]([BH3-])#N.[Na+].[OH-].[Na+]>CO.C(O)(=O)C>[CH2:19]([N:4]([CH2:1][CH2:2][CH3:3])[CH2:5][CH2:6][CH2:7][CH2:8][N:9]([CH2:10][C:11]1[CH:12]=[CH:13][C:14]([C:15]#[N:16])=[CH:17][CH:18]=1)[CH3:24])[CH2:20][CH3:21] |f:2.3,4.5|. Procedure: 309 mg (1.07 mmol) of 4-[(4-dipropylaminobutyl)amino]methylbenzonitrile (2a) was added dropwise in a 100 ml recovery flask, and dissolved in 9.2 ml of anhydrous methanol. 0.134 ml of a formaldehyde aqueous solution (35%) was then added to the solution. 201.7 mg of sodium cyanoborohydride was then added to the mixture. After the addition of acetic acid to adjust the mixture to pH 5.0, the mixture was stirred at room temperature for 24 hours. 1 mol/l sodium hydroxide aqueous solution was then adde... Reactants: O=Cc1ncccc1OCc1ccccc1, Cc1ccccc1, CC(Cc1ccc(F)c(F)c1)NC(=O)c1c(N)ccnc1C(F)(F)F, Cc1ccc(S(=O)(=O)O)cc1. Product: CC(Cc1ccc(F)c(F)c1)N1C(=O)c2c(ccnc2C(F)(F)F)NC1c1ncccc1OCc1ccccc1. As a reaction SMILES: [CH2:26]([c:27]1[cH:28][cH:29][cH:30][cH:31][cH:32]1)[O:33][c:34]1[c:35]([CH:40]=[O:41])[n:36][cH:37][cH:38][cH:39]1.[CH3:53][c:54]1[cH:55][cH:56][cH:57][cH:58][cH:59]1.[NH2:1][c:2]1[cH:3][cH:4][n:5][c:6]([C:22]([F:23])([F:24])[F:25])[c:7]1[C:8](=[O:9])[NH:10][CH:11]([CH2:12][c:13]1[cH:14][c:15]([F:20])[c:16]([F:19])[cH:17][cH:18]1)[CH3:21].[c:42]1([CH3:43])[cH:44][cH:45][c:46]([S:47]([OH:48])(=[O:49])=[O:50])[cH:51][cH:52]1>>[NH:1]1[c:2]2[cH:3][cH:4][n:5][c:6]([C:22]([F:23])([F:24])[F:25])[c:7]2[C:8](=[O:9])[N:10]([CH:11]([CH2:12][c:13]2[cH:14][c:15]([F:20])[c:16]([F:19])[cH:17][cH:18]2)[CH3:21])[CH:40]1[c:35]1[c:34]([O:33][CH2:26][c:27]2[cH:28][cH:29][cH:30][cH:31][cH:32]2)[cH:39][cH:38][cH:37][n:36]1. Reactants: Cl[SiH]1N(C=CN1C(C)(C)C)C(C)(C)C (2-chloro-1,3-di-tert-butyl-1,3-diaza-2-silacyclopent-4-ene), C1(CCCCC1)N (cyclohexylamine). Run in CCCCCC (hexane). Run at time 4 hour. Product: C1(CCCCC1)N[SiH]1N(C=CN1C(C)(C)C)C(C)(C)C (2-cyclohexylamino-1,3-di-tert-butyl-1,3-diaza-2-silacyclopent-4-ene). Isolated yield 96.0%. Reaction SMILES: Cl[SiH:2]1[N:6]([C:7]([CH3:10])([CH3:9])[CH3:8])[CH:5]=[CH:4][N:3]1[C:11]([CH3:14])([CH3:13])[CH3:12].[CH:15]1([NH2:21])[CH2:20][CH2:19][CH2:18][CH2:17][CH2:16]1>CCCCCC>[CH:15]1([NH:21][SiH:2]2[N:6]([C:7]([CH3:10])([CH3:9])[CH3:8])[CH:5]=[CH:4][N:3]2[C:11]([CH3:14])([CH3:13])[CH3:12])[CH2:20][CH2:19][CH2:18][CH2:17][CH2:16]1. Procedure details: In an argon atmosphere, 5.70 g (24.5 mmol) of Si(tBuNCHCHNtBu)(H)Cl was dissolved in 100 mL of hexane and after adding 4.86 g (49.0 mmol) of cyclohexylamine, the mixture was stirred at room temperature for 4 hours. Insoluble matters produced were separated by filtration, and the solvent was removed by distillation from the filtrate under atmospheric pressure. The obtained residue was sublimated (heating temperature: 160° C./7.0×102 Pa) to obtain 2-cyclohexylamino-1,3-di-tert-butyl-1,3-diaza-2-si... The reactants are CCCC(Br)C(=O)OC(C)(C)C, CSCCOC(=O)C(=NO)c1csc(N)n1. The product is CCCC(ON=C(C(=O)OCCSC)c1csc(N)n1)C(=O)OC(C)(C)C. Reaction SMILES: [Br:17][CH:18]([C:19](=[O:20])[O:21][C:22]([CH3:23])([CH3:24])[CH3:25])[CH2:26][CH2:27][CH3:28].[NH2:1][c:2]1[s:3][cH:4][c:5]([C:7]([C:8](=[O:9])[O:10][CH2:11][CH2:12][S:13][CH3:14])=[N:15][OH:16])[n:6]1>>[NH2:1][c:2]1[s:3][cH:4][c:5]([C:7]([C:8](=[O:9])[O:10][CH2:11][CH2:12][S:13][CH3:14])=[N:15][O:16][CH:18]([C:19](=[O:20])[O:21][C:22]([CH3:23])([CH3:24])[CH3:25])[CH2:26][CH2:27][CH3:28])[n:6]1. Reaction conditions: time 1 hour. Run in CN(C=O)C (dimethylformamide). RXN SMILES: [CH3:1][C:2]1[N:6]2[N:7]=[C:8]([C:11]3[CH:12]=[C:13]([NH:17][C:18](=[O:20])[CH3:19])[CH:14]=[CH:15][CH:16]=3)[CH:9]=[CH:10][C:5]2=[N:4][N:3]=1.[H-].[Na+].Br[CH2:24][CH2:25][CH3:26].O>CN(C)C=O>[CH3:1][C:2]1[N:6]2[N:7]=[C:8]([C:11]3[CH:12]=[C:13]([N:17]([CH2:24][CH2:25][CH3:26])[C:18](=[O:20])[CH3:19])[CH:14]=[CH:15][CH:16]=3)[CH:9]=[CH:10][C:5]2=[N:4][N:3]=1 |f:1.2|. Reported procedure: To 10.0 of N-[3-(3-methyl-1,2,4-triazolo[4,3-b]pyridazin-6-yl)phenyl]acetamide in 500 ml of dry dimethylformamide under argon, was added 2.0 g of sodium hydride (50% in oil). This mixture was stirred for 1 hour, then 3.75 ml of 3-bromopropane was added. This mixture was stirred for 2.5 days, then poured into 1 liter of water and extracted with 150 ml portions of dichloromethane. The extracts were combined, dried and evaporated in vacuo. The residue was chromatographed as described in Example 1, ... The product is CC1=NN=C2N1N=C(C=C2)C=2C=C(C=CC2)N(C(C)=O)CCC (N-[3-(3-Methyl-1,2,4-triazolo[4,3-b]pyridazin-6-yl)phenyl]-N-propylacetamide). The reactants are CC1=NN=C2N1N=C(C=C2)C=2C=C(C=CC2)NC(C)=O (N-[3-(3-methyl-1,2,4-triazolo[4,3-b]pyridazin-6-yl)phenyl]acetamide), [H-].[Na+] (sodium hydride), O (water), BrCCC (3-bromopropane). As a reaction SMILES: [CH2:1]([O:8][C:9]1[C:10]([N+:25]([O-:27])=[O:26])=[C:11]([N:15]([CH2:23][CH3:24])C(=O)OC(C)(C)C)[CH:12]=[CH:13][CH:14]=1)[C:2]1[CH:7]=[CH:6][CH:5]=[CH:4][CH:3]=1.C(OCC)(=O)C.Cl>>[CH2:1]([O:8][C:9]1[C:10]([N+:25]([O-:27])=[O:26])=[C:11]([CH:12]=[CH:13][CH:14]=1)[NH:15][CH2:23][CH3:24])[C:2]1[CH:3]=[CH:4][CH:5]=[CH:6][CH:7]=1 |f:1.2|. Run at time 10 minute. The reactants are C(C1=CC=CC=C1)OC=1C(=C(C=CC1)N(C(OC(C)(C)C)=O)CC)[N+](=O)[O-] (tert-butyl N-(3-benzyloxy-2-nitrophenyl)-N-ethylcarbamate), C(C)(=O)OCC.Cl (hydrogen chloride—ethyl acetate). The product is C(C1=CC=CC=C1)OC=1C(=C(NCC)C=CC1)[N+](=O)[O-] (3-benzyloxy-N-ethyl-2-nitroaniline). Isolated yield 94.9%. Procedure details: To tert-butyl N-(3-benzyloxy-2-nitrophenyl)-N-ethylcarbamate (3.30 g) was added 4N hydrogen chloride—ethyl acetate solution (15 ml) under ice-cooling, and the mixture was stirred for 10 minutes at the same temperature and then for 30 minutes at ambient temperature. The solvent was removed in vacuo, saturated sodium bicarbonate solution was added to the residue, and the mixture was extracted with ethyl acetate. The organic layer was washed with water and brine, dried over magnesium sulfate and ev...